Dataset: the Open Reaction Database (ORD), a public repository of structured organic reaction records. Task: describe an organic reaction: reactants, conditions, products, and yield Starting materials: COC(=O)Oc1cc(N)c(F)cc1C, O=N[O-], [Na+], O, O=S(=O)(O)O. Yields the product COC(=O)Oc1cc(O)c(F)cc1C. RXN SMILES: [C:5]([O:6][c:7]1[c:8]([CH3:15])[cH:9][c:10]([F:14])[c:11]([NH2:13])[cH:12]1)([O:16][CH3:17])=[O:18].[N:1](=[O:2])[O-:3].[Na+:4].[OH2:19].[S:20](=[O:21])(=[O:22])([OH:23])[OH:24]>>[OH:2][c:11]1[c:10]([F:14])[cH:9][c:8]([CH3:15])[c:7]([O:6][C:5]([O:16][CH3:17])=[O:18])[cH:12]1. The product is C1(=CC=CC2=CC=CC=C12)C1=CC(=C(C=2C3=CC=CC=C3C(C12)=O)C#N)N1CCCCC1 (1-Naphthalen-1-yl-9-oxo-3-piperidin-1-yl-9H-fluorene-4-carbonitrile). Reactants: C1(=CC=CC2=CC=CC=C12)C1=CC(=C(C=2C3=CC=CC=C3CC12)C#N)N1CCCCC1 (1-(naphthalen-1-yl)-3-(piperidin-1-yl)-9H-fluorene-4-carbonitrile), [H-].[Na+] (sodium hydride), C1CCOC1 (THF). Reported procedure: A solution of 1-(naphthalen-1-yl)-3-(piperidin-1-yl)-9H-fluorene-4-carbonitrile (400 mg) in THF was added sodium hydride (39 mg) and was stirred at 0-5° C. for less than five minutes. After completion, the reaction solvent was evaporated under vacuum and the crude solid obtained was quenched with ice water and subsequently neutralized by dilute HCl. The precipitate thus obtained was filtered and purified on a silica gel column using ethyl acetate-hexane as eluent. Yellow solid; mp 180-182° C.; E... Reaction SMILES: [C:1]1([C:11]2[C:23]3[CH2:22][C:21]4[C:16](=[CH:17][CH:18]=[CH:19][CH:20]=4)[C:15]=3[C:14]([C:24]#[N:25])=[C:13]([N:26]3[CH2:31][CH2:30][CH2:29][CH2:28][CH2:27]3)[CH:12]=2)[C:10]2[C:5](=[CH:6][CH:7]=[CH:8][CH:9]=2)[CH:4]=[CH:3][CH:2]=1.[H-].[Na+].C1C[O:37]CC1>>[C:1]1([C:11]2[C:23]3[C:22](=[O:37])[C:21]4[C:16](=[CH:17][CH:18]=[CH:19][CH:20]=4)[C:15]=3[C:14]([C:24]#[N:25])=[C:13]([N:26]3[CH2:31][CH2:30][CH2:29][CH2:28][CH2:27]3)[CH:12]=2)[C:10]2[C:5](=[CH:6][CH:7]=[CH:8][CH:9]=2)[CH:4]=[CH:3][CH:2]=1 |f:1.2|. Run at temperature 2.5 celsius. Reactants: [H-].[Na+] (sodium hydride), [Cl-].[NH4+] (ammonium chloride), ClC1=NC=NC(=C1C)Cl (4,6-dichloro-5-methylpyrimidine), C(C#CC)O (2-butyn-1-ol). Solvent: O1CCCC1 (tetrahydrofuran), O1CCCC1 (tetrahydrofuran), O1CCCC1 (tetrahydrofuran). Conditions: time 20 minute. Yields the product ClC1=NC=NC(=C1C)OCC#CC (4-chloro-6-(2-butynyloxy)-5-methylpyrimidine). Isolated yield 91.2%. RXN SMILES: [H-].[Na+].[CH2:3]([OH:7])[C:4]#[C:5][CH3:6].[Cl:8][C:9]1[C:14]([CH3:15])=[C:13](Cl)[N:12]=[CH:11][N:10]=1.[Cl-].[NH4+]>O1CCCC1>[Cl:8][C:9]1[C:14]([CH3:15])=[C:13]([O:7][CH2:3][C:4]#[C:5][CH3:6])[N:12]=[CH:11][N:10]=1 |f:0.1,4.5|. Procedure: 0.32 g of sodium hydride (60% oil suspension) was suspended in 12 ml of tetrahydrofuran. 2 ml of tetrahydrofuran solution of 0.43 g of 2-butyn-1-ol was added dropwise at room temperature therein slowly, and the mixture was stirred for 20 minutes. Into the mixture was added dropwise 2 ml of tetrahydrofuran solution of 1 g of 4,6-dichloro-5-methylpyrimidine at 0° C. slowly, and stirred for 2 hours. The reaction mixture was poured into a saturated ammonium chloride aqueous solution, and the mixture... RXN SMILES: C([N:8]1[C:16]2[C:11](=[CH:12][CH:13]=[CH:14][CH:15]=2)[CH:10]=[CH:9]1)(OC(C)(C)C)=O.C(C1C=CC=CC=1B(O)O)=O.[BH4-].[Na+].N1CCCC1>C1COCC1.C(=O)([O-])[O-].[Na+].[Na+]>[NH:8]1[C:16]2[C:11](=[CH:12][CH:13]=[CH:14][CH:15]=2)[CH:10]=[CH:9]1 |f:2.3,6.7.8|. Starting materials: C(=O)(OC(C)(C)C)N1C=CC2=CC=CC=C12 (N-BOC-indole), C(=O)C1=C(C=CC=C1)B(O)O (2-formyl benzene boronic acid), crude residue, [BH4-].[Na+] (sodium borohydride), N1CCCC1 (pyrrolidine). Procedure: A mixture of N-BOC-indole (2.0 g, 6.7 mmol) and 2-formyl benzene boronic acid (1 g, 6.7 mmol) was diluted with THF (20 mL) and 2M sodium carbonate (10 mL), then deoxygenated by a rapid stream of nitrogen applied to the system for 20 min, followed by treatment with Pd(0). The reaction was refluxed for 18 h, cooled down, filtered through Celite® and washed with THF (20 mL). The filtrate evaporated to dryness, taken up in water, and extracted with EtOAc (3×). The EtOAc extracts were dried over sodi... Reaction conditions: time 20 minute. Product: N1C=CC2=CC=CC=C12 (indole). Yield: 34.4%. The solvent is ice water, C1CCOC1 (THF), C([O-])([O-])=O.[Na+].[Na+] (sodium carbonate). Reported procedure: 1.3 l of a 1.3 molar lithium aluminium hydride solution in THF are added dropwise under reflux to a solution of 100 g (0.66 mol) of 2-amino-5-methylbenzoic acid in 400 ml of anhydrous tetrahydrofuran. After addition is complete, the mixture is additionally heated under reflux for 1.5 h and hydrolysed at this temperature using a solution of 36 g of potassium hydroxide in 145 ml of water. After boiling under reflux for a further 15 min, the hydroxide precipitate is filtered off while hot, the prec... Product: OCC1=C(N)C=CC(=C1)C (2-Hydroxymethyl-4-methylaniline). Run in O1CCCC1 (tetrahydrofuran), C1CCOC1 (THF), O (water). As a reaction SMILES: [H-].[Al+3].[Li+].[H-].[H-].[H-].[NH2:7][C:8]1[CH:16]=[CH:15][C:14]([CH3:17])=[CH:13][C:9]=1[C:10](O)=[O:11].[OH-].[K+]>C1COCC1.O>[OH:11][CH2:10][C:9]1[CH:13]=[C:14]([CH3:17])[CH:15]=[CH:16][C:8]=1[NH2:7] |f:0.1.2.3.4.5,7.8|. The reactants are [OH-].[K+] (potassium hydroxide), NC1=C(C(=O)O)C=C(C=C1)C (2-amino-5-methylbenzoic acid), [H-].[Al+3].[Li+].[H-].[H-].[H-] (lithium aluminium hydride).